From a dataset of the Open Reaction Database (ORD), a public repository of structured organic reaction records. describe an organic reaction: reactants, conditions, products, and yield The reactants are C([O-])(O)=O.[Na+] (sodium bicarbonate), NC1=CC=C(C(=O)OC)C=C1 (methyl p-aminobenzoate), ICCCCC (Iodopentane), C(CCC)[Li] (n-butyllithium). Run in O1CCCC1 (tetrahydrofuran). Conditions: temperature 0 celsius, time 15 hour. The product is C(CCCC)NC1=CC=C(C(=O)OC)C=C1 (methyl 4-pentylaminobenzoate). The yield is 23.0%. As a reaction SMILES: [NH2:1][C:2]1[CH:11]=[CH:10][C:5]([C:6]([O:8][CH3:9])=[O:7])=[CH:4][CH:3]=1.C([Li])CCC.I[CH2:18][CH2:19][CH2:20][CH2:21][CH3:22].C(=O)(O)[O-].[Na+]>O1CCCC1>[CH2:18]([NH:1][C:2]1[CH:3]=[CH:4][C:5]([C:6]([O:8][CH3:9])=[O:7])=[CH:10][CH:11]=1)[CH2:19][CH2:20][CH2:21][CH3:22] |f:3.4|. Procedure: A solution of methyl p-aminobenzoate (0.45 g, 3.0 mmole) in 6 mL tetrahydrofuran (THF) was cooled to −78° C. and treated dropwise with 2.5 M n-butyllithium solution (1.32 mL). The reaction mixture was allowed to warm to 0° C. over a one hour period. Iodopentane (0.78 mL) was introduced at −40° C. and the mixture was stirred at room temperature for 15 hours. The reaction mixture was poured into 50 mL of a saturated aqueous sodium bicarbonate solution and extracted with three portions of 50 mL of ... Starting materials: O=C([O-])[O-], CCOC(C)=O, CN(C)C=O, O=C(Nc1cn2nc(I)ccc2n1)C1CC1, [K+], [K+], Nc1cc(O)ccc1F, C1CCOC1. The product is Nc1cc(Oc2ccc3nc(NC(=O)C4CC4)cn3n2)ccc1F. RXN SMILES: [C:26](=[O:27])([O-:28])[O-:29].[C:37]([O:38][CH2:39][CH3:40])(=[O:41])[CH3:42].[CH3:32][N:33]([CH3:34])[CH:35]=[O:36].[I:1][c:2]1[cH:3][cH:4][c:5]2[n:6]([n:7]1)[cH:8][c:9]([NH:11][C:12](=[O:13])[CH:14]1[CH2:15][CH2:16]1)[n:10]2.[K+:30].[K+:31].[NH2:17][c:18]1[cH:19][c:20]([OH:25])[cH:21][cH:22][c:23]1[F:24].[O:43]1[CH2:44][CH2:45][CH2:46][CH2:47]1>>[c:2]1([O:25][c:20]2[cH:19][c:18]([NH2:17])[c:23]([F:24])[cH:22][cH:21]2)[cH:3][cH:4][c:5]2[n:6]([n:7]1)[cH:8][c:9]([NH:11][C:12](=[O:13])[CH:14]1[CH2:15][CH2:16]1)[n:10]2.